From a dataset of the Open Reaction Database (ORD), a public repository of structured organic reaction records. describe an organic reaction: reactants, conditions, products, and yield The reactants are CC=1C(NC(N([C@H]2[C@H](O)[C@H](O)[C@@H](CO)O2)C1)=O)=O (5-methyluridine), C(OC1=CC=CC=C1)(OC1=CC=CC=C1)=O (diphenyl carbonate), CCOC(=O)C (EtOAc), C(=O)=O (CO2). The reagents and catalysts are C([O-])(O)=O.[Na+] (sodium bicarbonate). Solvent: CN(P(=O)(N(C)C)N(C)C)C (hexamethylphosphoramide). Run at temperature 150 celsius. Yields the product CC1=CN2[C@H]3[C@H]([C@@H]([C@H](O3)CO)O)OC2=NC1=O (2,2'-Anhydro-5-Methyluridine). Isolated yield 72.2%. As a reaction SMILES: [CH3:1][C:2]1[C:3](=[O:18])[NH:4][C:5](=[O:17])[N:6]([CH:16]=1)[C@@H:7]1[O:15][C@H:12]([CH2:13][OH:14])[C@@H:10]([OH:11])[C@H:8]1O.C(=O)(OC1C=CC=CC=1)OC1C=CC=CC=1.C(=O)=O.CCOC(C)=O>CN(C)P(N(C)C)(N(C)C)=O.C(=O)(O)[O-].[Na+]>[CH3:1][C:2]1[C:3](=[O:18])[N:4]=[C:5]2[N:6]([C@@H:7]3[O:15][C@H:12]([CH2:13][OH:14])[C@@H:10]([OH:11])[C@@H:8]3[O:17]2)[CH:16]=1 |f:5.6|. Reported procedure: A mixture of 5-methyluridine (16.77 g, 69.2 mmol), diphenyl carbonate (17.8 g, 83.1 mmol) and sodium bicarbonate (100 mg) in hexamethylphosphoramide (175 ml) was heated to 150° C. with stirring until evolution of CO2 ceased (approximately 1 hr). The reaction mixture was cooled and then poured into diethylether (11) while stirring to furnish a brown gum. Repeated washings with diethylether (4×250 ml) furnished a straw colored hygroscopic powder. The solid was purified by short column chromatograp... The reactants are c1ccc(CN2CC3OC3C2)cc1, COc1ccccc1O. Yields the product COc1ccccc1OC1CN(Cc2ccccc2)CC1O. RXN SMILES: [CH2:1]([c:2]1[cH:3][cH:4][cH:5][cH:6][cH:7]1)[N:8]1[CH2:9][CH:10]2[CH:11]([CH2:12]1)[O:13]2.[CH3:14][O:15][c:16]1[cH:17][cH:18][cH:19][cH:20][c:21]1[OH:22]>>[CH2:1]([c:2]1[cH:3][cH:4][cH:5][cH:6][cH:7]1)[N:8]1[CH2:9][CH:10]([OH:13])[CH:11]([O:22][c:21]2[c:16]([O:15][CH3:14])[cH:17][cH:18][cH:19][cH:20]2)[CH2:12]1. Reactants: ClC=1C2=C(N=C(N1)C1=C3C(=NN(C3=CC=C1C)C=O)C)CCN(C2)C2=C(C=CC(=C2)C(C)C)C (4-(4-chloro-6-(5-isopropyl-2-methylphenyl)-5,6,7,8-tetrahydropyrido[4,3-d]pyrimidin-2-yl)-3,5-dimethyl-1H-indazole-1-carbaldehyde), FCCO (2-fluoroethanol), [H-].[Na+] (NaH). Run in C1CCOC1 (THF). Run at time 4 hour. Yields the product CC1=NNC2=CC=C(C(=C12)C=1N=C(C2=C(N1)CCN(C2)C2=C(C=CC(=C2)C(C)C)C)OCCF)C (2-(3,5-dimethyl-1H-indazol-4-yl)-4-(2-fluoroethoxy)-6-(5-isopropyl-2-methylphenyl)-5,6,7,8-tetrahydropyrido[4,3-d]pyrimidine). Reaction SMILES: Cl[C:2]1[C:3]2[CH2:24][N:23]([C:25]3[CH:30]=[C:29]([CH:31]([CH3:33])[CH3:32])[CH:28]=[CH:27][C:26]=3[CH3:34])[CH2:22][CH2:21][C:4]=2[N:5]=[C:6]([C:8]2[C:16]([CH3:17])=[CH:15][CH:14]=[C:13]3[C:9]=2[C:10]([CH3:20])=[N:11][N:12]3C=O)[N:7]=1.[F:35][CH2:36][CH2:37][OH:38].[H-].[Na+]>C1COCC1>[CH3:20][C:10]1[C:9]2[C:13](=[CH:14][CH:15]=[C:16]([CH3:17])[C:8]=2[C:6]2[N:7]=[C:2]([O:38][CH2:37][CH2:36][F:35])[C:3]3[CH2:24][N:23]([C:25]4[CH:30]=[C:29]([CH:31]([CH3:32])[CH3:33])[CH:28]=[CH:27][C:26]=4[CH3:34])[CH2:22][CH2:21][C:4]=3[N:5]=2)[NH:12][N:11]=1 |f:2.3|. Reported procedure: To a solution of 4-(4-chloro-6-(5-isopropyl-2-methylphenyl)-5,6,7,8-tetrahydropyrido[4,3-d]pyrimidin-2-yl)-3,5-dimethyl-1H-indazole-1-carbaldehyde (30 mg, 0.063 mmol) in THF (3 mL) was added 2-fluoroethanol (16.2 mg, 0.25 mmol) and NaH (15.1 mg, 0.63 mmol, 60% in mineral oil). The mixture was stirred at room temperature for 4 h. LC-MS showed reaction complete. The reaction mixture was concentrated and the residue was partitioned between saturated aqueous NH4Cl solution and DCM. The layers were s... Reactants: N1C=NC=C1 (Imidazole), [H-].[Na+] (sodium hydride), C1(=CC=CC=C1)C(C1=CC=CC=C1)(C1=CC=CC=C1)Cl (triphenylmethylchloride). The solvent is CN(C)C=O (DMF). Reaction conditions: time 18 hour. Product: C(C1=CC=CC=C1)(C1=CC=CC=C1)(C1=CC=CC=C1)N1C=NC=C1 (1-Trityl-1H-imidazole). Isolated yield 82.9%. As a reaction SMILES: [NH:1]1[CH:5]=[CH:4][N:3]=[CH:2]1.[H-].[Na+].[C:8]1([C:14](Cl)([C:21]2[CH:26]=[CH:25][CH:24]=[CH:23][CH:22]=2)[C:15]2[CH:20]=[CH:19][CH:18]=[CH:17][CH:16]=2)[CH:13]=[CH:12][CH:11]=[CH:10][CH:9]=1>CN(C=O)C>[C:14]([N:1]1[CH:5]=[CH:4][N:3]=[CH:2]1)([C:8]1[CH:13]=[CH:12][CH:11]=[CH:10][CH:9]=1)([C:21]1[CH:22]=[CH:23][CH:24]=[CH:25][CH:26]=1)[C:15]1[CH:16]=[CH:17][CH:18]=[CH:19][CH:20]=1 |f:1.2|. Procedure details: Imidazole (10.0 g, 146.9 mmol) was added to sodium hydride (60% dispersion in mineral oil, pre-washed in hexane, 6.5 g, 161.6 mmol) in DMF (200 ml), triphenylmethylchloride (41.0 g, 146.9 mmol) was then added and the reaction mixture stirred at room temperature for 18 h. The mixture was poured onto ice and the solid precipitate formed filtered off and partitioned between water and dichloromethane. The organic phase was washed with brine and dried over sodium sulphate and concentrated in vacuo to... As a reaction SMILES: C(Cl)(=O)C(Cl)=O.[Br:7][C:8]1[CH:9]=[C:10](/[C:15](/[CH3:25])=[CH:16]\[CH:17]=[CH:18]\[C:19](\[CH3:24])=[CH:20]\[C:21]([OH:23])=O)[CH:11]=[C:12]([Br:14])[CH:13]=1.C[Si](C)(C)[O:28][C:29]1[CH:34]=[CH:33][C:32]([NH:35][Si](C)(C)C)=[CH:31][CH:30]=1.[F-].[K+]>CN(C=O)C.CCOCC>[OH:28][C:29]1[CH:34]=[CH:33][C:32]([NH:35][C:21](=[O:23])/[CH:20]=[C:19](\[CH3:24])/[CH:18]=[CH:17]/[CH:16]=[C:15](\[C:10]2[CH:11]=[C:12]([Br:14])[CH:13]=[C:8]([Br:7])[CH:9]=2)/[CH3:25])=[CH:31][CH:30]=1 |f:3.4|. Product: OC1=CC=C(C=C1)NC(\C=C(\C=C\C=C(\C)/C1=CC(=CC(=C1)Br)Br)/C)=O (N-(4-hydroxyphenyl)-(2E,4E,6Z)-7-(3,5-dibromophenyl)-3,7-dimethyl-2,4,6-heptatrienamide). Reactants: C(C(=O)Cl)(=O)Cl (oxalyl chloride), [F-].[K+] (KF), BrC=1C=C(C=C(C1)Br)\C(=C/C=C/C(=C/C(=O)O)/C)\C ((2E,4E,6Z)-7-(3,5-dibromophenyl)-3,7-dimethyl-2,4,6-heptatrienoic acid), C[Si](OC1=CC=C(C=C1)N[Si](C)(C)C)(C)C (O,N-bis(trimethylsilyl)-4-aminophenol). Solvent: CN(C)C=O (DMF), CCOCC (ether), CN(C)C=O (DMF). Run at temperature 0 celsius, time 15 minute. Procedure: A solution of dry ether (30 mL) and DMF (0.5 g, 7 mmol) was cooled to 15° C. and then treated with oxalyl chloride (0.2 g, 1.5 mmol) and stirred for 15 min. All solvent was then removed and dimethylchloroformamidinium chloride (Helv. Chim. Acta 42, 1653 (1959)) as a white solid was suspended in DMF (5 mL). To this was added (2E,4E,6Z)-7-(3,5-dibromophenyl)-3,7-dimethyl-2,4,6-heptatrienoic acid (0.30 g, 0.8 mmol) and the mixture was stirred at room temperature for 3-4 h. The reaction was cooled t... Starting materials: CS(C)=O, Clc1cncc(NCC2CCOCC2)n1, O=C1CCC(=O)N1I, O. Yields the product Clc1nc(NCC2CCOCC2)cnc1I. As a reaction SMILES: [CH3:24][S:25]([CH3:26])=[O:27].[Cl:1][c:2]1[cH:3][n:4][cH:5][c:6]([NH:8][CH2:9][CH:10]2[CH2:11][CH2:12][O:13][CH2:14][CH2:15]2)[n:7]1.[I:16][N:17]1[C:18](=[O:19])[CH2:20][CH2:21][C:22]1=[O:23].[OH2:28]>>[Cl:1][c:2]1[c:3]([I:16])[n:4][cH:5][c:6]([NH:8][CH2:9][CH:10]2[CH2:11][CH2:12][O:13][CH2:14][CH2:15]2)[n:7]1.